This data is from the Open Reaction Database (ORD), a public repository of structured organic reaction records. The task is: describe an organic reaction: reactants, conditions, products, and yield Starting materials: CC(=O)OC(C)=O, c1ccncc1, OC1CCCc2c(-c3ccnc4ccccc34)c(-c3ccccn3)nn21. Yields the product CC(=O)OC1CCCc2c(-c3ccnc4ccccc34)c(-c3ccccn3)nn21. Reaction SMILES: [CH3:27][C:28](=[O:29])[O:30][C:31](=[O:32])[CH3:33].[cH:34]1[cH:35][cH:36][n:37][cH:38][cH:39]1.[n:1]1[c:2](-[c:7]2[n:8][n:9]3[c:10]([c:16]2-[c:17]2[cH:18][cH:19][n:20][c:21]4[cH:22][cH:23][cH:24][cH:25][c:26]24)[CH2:11][CH2:12][CH2:13][CH:14]3[OH:15])[cH:3][cH:4][cH:5][cH:6]1>>[n:1]1[c:2](-[c:7]2[n:8][n:9]3[c:10]([c:16]2-[c:17]2[cH:18][cH:19][n:20][c:21]4[cH:22][cH:23][cH:24][cH:25][c:26]24)[CH2:11][CH2:12][CH2:13][CH:14]3[O:15][C:28]([CH3:27])=[O:29])[cH:3][cH:4][cH:5][cH:6]1. The yield is 80.2%. Solvent: C1CCOC1 (THF), C1CCOC1 (THF). Product: C(C)(C)(C)OC(=O)N1C(COCC1)COC(=O)N1CCN(CC1)C1=CC=CC=C1 (3-(4-phenyl-piperazine-1-carbonyloxymethyl)-morpholine-4-carboxylic acid tert-butyl ester). Starting materials: [H-].[Na+] (NaH), C(C)(C)(C)OC(=O)N1C(COCC1)CO (3-hydroxymethyl-morpholine-4-carboxylic acid tert-butyl ester), C(C)(C)(C)OC(=O)N1C(COCC1)CO (3-hydroxymethyl-morpholine-4-carboxylic acid tert-butyl ester), C1(=CC=CC=C1)N1CCN(CC1)C(=O)OC1=CC=C(C=C1)[N+](=O)[O-] (4-nitrophenyl 4-phenylpiperazine-1-carboxylate), C1(=CC=CC=C1)N1CCN(CC1)C(=O)OC1=CC=C(C=C1)[N+](=O)[O-] (4-nitrophenyl 4-phenylpiperazine-1-carboxylate), C(=O)(O)[O-].[Na+] (NaHCO3). Procedure details: NaH (60% in oil, prewashed with hexane; 1.23 g, 30.1 mmol) was suspended in anhydrous THF (50 mL) under nitrogen and cooled to 0° C. with stirring. A solution of 3-hydroxymethyl-morpholine-4-carboxylic acid tert-butyl ester (Intermediate 7; 2.23 g, 10.3 mmol) in THF (50 mL) was added dropwise. The reaction mixture was stirred for 20 min at 0° C. 4-Nitrophenyl 4-phenylpiperazine-1-carboxylate (Intermediate 2; 4.03 g, 12.3 mmol) was added and the reaction mixture was stirred for 48 h at room tempe... Reaction SMILES: [H-].[Na+].[C:3]([O:7][C:8]([N:10]1[CH2:15][CH2:14][O:13][CH2:12][CH:11]1[CH2:16][OH:17])=[O:9])([CH3:6])([CH3:5])[CH3:4].[C:18]1([N:24]2[CH2:29][CH2:28][N:27]([C:30](OC3C=CC([N+]([O-])=O)=CC=3)=[O:31])[CH2:26][CH2:25]2)[CH:23]=[CH:22][CH:21]=[CH:20][CH:19]=1.C([O-])(O)=O.[Na+]>C1COCC1>[C:3]([O:7][C:8]([N:10]1[CH2:15][CH2:14][O:13][CH2:12][CH:11]1[CH2:16][O:17][C:30]([N:27]1[CH2:28][CH2:29][N:24]([C:18]2[CH:19]=[CH:20][CH:21]=[CH:22][CH:23]=2)[CH2:25][CH2:26]1)=[O:31])=[O:9])([CH3:6])([CH3:5])[CH3:4] |f:0.1,4.5|. Run at temperature 0 celsius. Reactants: BrC=1C=C(C(=O)O)C=CC1 (3-bromobenzoic acid), C(CC)O (propanol), N,N'-carbonyldiimidazole, NC1=NC2=NC(=CC=C2C=C1)C1=CC(=CC=C1)Br (2-amino-7-(3-bromophenyl)-1,8-naphthyridine). The solvent is O (water). Conditions: temperature 4 celsius. Product: BrC=1C=C(C=CC1)C1=CC=C2C=CC(=NC2=N1)NC(C1=CC(=CC=C1)Br)=O (N-[7-(3-Bromophenyl)-1,8-naphthyridin-2-yl]-3-bromobenzamide). Yield: 56.9%. Reaction SMILES: [Br:1][C:2]1[CH:3]=[C:4]([CH:8]=[CH:9][CH:10]=1)[C:5]([OH:7])=O.[NH2:11][C:12]1[CH:21]=[CH:20][C:19]2[C:14](=[N:15][C:16]([C:22]3[CH:27]=[CH:26][CH:25]=[C:24]([Br:28])[CH:23]=3)=[CH:17][CH:18]=2)[N:13]=1.C(O)CC>O>[Br:28][C:24]1[CH:23]=[C:22]([C:16]2[N:15]=[C:14]3[C:19]([CH:20]=[CH:21][C:12]([NH:11][C:5](=[O:7])[C:4]4[CH:8]=[CH:9][CH:10]=[C:2]([Br:1])[CH:3]=4)=[N:13]3)=[CH:18][CH:17]=2)[CH:27]=[CH:26][CH:25]=1. Reported procedure: The procedure is analogous to that described in Example 11, but starting with 3-bromobenzoic acid (2.2 g), N,N'-carbonyldiimidazole (1.8 g) and 2-amino-7-(3-bromophenyl)-1,8-naphthyridine (2.4 g). The product obtained by precipitation in water (3.1 g; m.p. approximately 140° C.) is dissolved in boiling propanol (100 cc). After cooling for 3 hours at 4° C., the crystallized solid is separated by filtration, washed with propanol (2×10 cc) and dried at 40° C. under reduced pressure (0.07 kPa). N-[7... The reactants are BrB(Br)Br, ClCCl, COc1c(I)c(Cl)cc(F)c1-n1c(=O)cc(C(F)(F)F)n(C)c1=O, O. Product: Cn1c(C(F)(F)F)cc(=O)n(-c2c(F)cc(Cl)c(I)c2O)c1=O. Reaction SMILES: [B:25]([Br:26])([Br:27])[Br:28].[CH2:30]([Cl:31])[Cl:32].[Cl:1][c:2]1[c:3]([I:24])[c:4]([O:22][CH3:23])[c:5](-[n:9]2[c:10](=[O:21])[n:11]([CH3:20])[c:12]([C:16]([F:17])([F:18])[F:19])[cH:13][c:14]2=[O:15])[c:6]([F:8])[cH:7]1.[OH2:29]>>[Cl:1][c:2]1[c:3]([I:24])[c:4]([OH:22])[c:5](-[n:9]2[c:10](=[O:21])[n:11]([CH3:20])[c:12]([C:16]([F:17])([F:18])[F:19])[cH:13][c:14]2=[O:15])[c:6]([F:8])[cH:7]1. The reactants are O=C(CCCl)c1ccccc1, OCCNCCO. Product: OC(CCCl)c1ccccc1. As a reaction SMILES: [Cl:1][CH2:2][CH2:3][C:4](=[O:5])[c:6]1[cH:7][cH:8][cH:9][cH:10][cH:11]1.[OH:12][CH2:13][CH2:14][NH:15][CH2:16][CH2:17][OH:18]>>[Cl:1][CH2:2][CH2:3][CH:4]([OH:5])[c:6]1[cH:7][cH:8][cH:9][cH:10][cH:11]1.